Task: describe an organic reaction: reactants, conditions, products, and yield. Dataset: the Open Reaction Database (ORD), a public repository of structured organic reaction records The reactants are CN(C)CC=1C=C(C=CC1)NC=1SC(=CN1)C1=CSC=C1 ((3-dimethylaminomethyl-phenyl)-(5-thiophen-3-yl-thiazol-2-yl)-amine), CN1CCN(CC1)C1=CC=C(C=C1)NC(=S)N ([4-(4-methyl-piperazin-1-yl)-phenyl]-thiourea). Product: CN1CCN(CC1)C1=CC=C(C=C1)NC=1SC(=CN1)C1=CSC=C1 ([4-(4-Methyl-piperazin-1-yl)-phenyl]-(5-thiophen-3-yl-thiazol-2-yl)-amine). RXN SMILES: CN(C[C:5]1[CH:6]=[C:7]([NH:11][C:12]2[S:13][C:14]([C:17]3[CH:21]=[CH:20][S:19][CH:18]=3)=[CH:15][N:16]=2)[CH:8]=[CH:9][CH:10]=1)C.[CH3:22][N:23]1[CH2:28][CH2:27][N:26](C2C=CC(NC(N)=S)=CC=2)[CH2:25][CH2:24]1>>[CH3:22][N:23]1[CH2:28][CH2:27][N:26]([C:10]2[CH:5]=[CH:6][C:7]([NH:11][C:12]3[S:13][C:14]([C:17]4[CH:21]=[CH:20][S:19][CH:18]=4)=[CH:15][N:16]=3)=[CH:8][CH:9]=2)[CH2:25][CH2:24]1. Procedure: The title compound is prepared as described in Example 19 for (3-dimethylaminomethyl-phenyl)-(5-thiophen-3-yl-thiazol-2-yl)-amine but starting from [4-(4-methyl-piperazin-1-yl)-phenyl]-thiourea (Example 5). MPLC (CH3CN/H2O/TFA) purification affords the title compound: ES-MS: 357.1 [M+H]+; single peak at tR=2.82 min (System 2); Rf=0.59 (CH2Cl2/MeOH, 90/10). Reactants: C, CCO, CCO, Cl, [H][H], CCCCCCCC(O)c1ccc(CCC(O)C(N)CO)cc1, [Pd]. Yields the product Cl, CCCCCCCCc1ccc(CCC(O)C(N)CO)cc1. RXN SMILES: [C:33].[CH2:24]([OH:25])[CH3:26].[CH3:30][CH2:31][OH:32].[ClH:27].[H:28][H:29].[NH2:1][CH:2]([CH:3]([OH:4])[CH2:5][CH2:6][c:7]1[cH:8][cH:9][c:10]([CH:13]([CH2:14][CH2:15][CH2:16][CH2:17][CH2:18][CH2:19][CH3:20])[OH:21])[cH:11][cH:12]1)[CH2:22][OH:23].[Pd:34]>>[ClH:27].[NH2:1][CH:2]([CH:3]([OH:4])[CH2:5][CH2:6][c:7]1[cH:8][cH:9][c:10]([CH2:13][CH2:14][CH2:15][CH2:16][CH2:17][CH2:18][CH2:19][CH3:20])[cH:11][cH:12]1)[CH2:22][OH:23]. Starting materials: CCCCCCCCCCNC(=O)c1cc(C(=O)NCCCCCCCCCC)cc([N+](=O)[O-])c1, C1CCOC1. Product: CCCCCCCCCCNC(=O)c1cc(N)cc(C(=O)NCCCCCCCCCC)c1. As a reaction SMILES: [CH2:1]([CH2:2][CH2:3][CH2:4][CH2:5][CH2:6][CH2:7][CH2:8][CH2:9][CH3:10])[NH:11][C:12](=[O:13])[c:14]1[cH:15][c:16]([C:23](=[O:24])[NH:25][CH2:26][CH2:27][CH2:28][CH2:29][CH2:30][CH2:31][CH2:32][CH2:33][CH2:34][CH3:35])[cH:17][c:18]([N+:20]([O-:21])=[O:22])[cH:19]1.[O:36]1[CH2:37][CH2:38][CH2:39][CH2:40]1>>[CH2:1]([CH2:2][CH2:3][CH2:4][CH2:5][CH2:6][CH2:7][CH2:8][CH2:9][CH3:10])[NH:11][C:12](=[O:13])[c:14]1[cH:15][c:16]([C:23](=[O:24])[NH:25][CH2:26][CH2:27][CH2:28][CH2:29][CH2:30][CH2:31][CH2:32][CH2:33][CH2:34][CH3:35])[cH:17][c:18]([NH2:20])[cH:19]1. Starting materials: CC(=O)O, O=S(=O)(c1cccc(C(F)(F)F)c1)N(C1CC1)C1CCC2CNCC21, ClCCl, O=CCCCCC(c1ccc(F)cc1)c1ccc(F)cc1. Product: O=S(=O)(c1cccc(C(F)(F)F)c1)N(C1CC1)C1CCC2CN(CCCCCC(c3ccc(F)cc3)c3ccc(F)cc3)CC21. Reaction SMILES: [CH3:47][C:48](=[O:49])[OH:50].[CH:1]1([N:4]([S:5](=[O:6])(=[O:7])[c:8]2[cH:9][c:10]([C:14]([F:15])([F:16])[F:17])[cH:11][cH:12][cH:13]2)[CH:18]2[CH2:19][CH2:20][CH:21]3[CH2:22][NH:23][CH2:24][CH:25]23)[CH2:2][CH2:3]1.[Cl:51][CH2:52][Cl:53].[F:26][c:27]1[cH:28][cH:29][c:30]([CH:33]([CH2:34][CH2:35][CH2:36][CH2:37][CH:38]=[O:39])[c:40]2[cH:41][cH:42][c:43]([F:46])[cH:44][cH:45]2)[cH:31][cH:32]1>>[CH:1]1([N:4]([S:5](=[O:6])(=[O:7])[c:8]2[cH:9][c:10]([C:14]([F:15])([F:16])[F:17])[cH:11][cH:12][cH:13]2)[CH:18]2[CH2:19][CH2:20][CH:21]3[CH2:22][N:23]([CH2:38][CH2:37][CH2:36][CH2:35][CH2:34][CH:33]([c:30]4[cH:29][cH:28][c:27]([F:26])[cH:32][cH:31]4)[c:40]4[cH:41][cH:42][c:43]([F:46])[cH:44][cH:45]4)[CH2:24][CH:25]23)[CH2:2][CH2:3]1. Starting materials: OC1=CC=C(C=C1)CCCN1C=NC=C1 (1-[3-(4-hydroxyphenyl)propyl]imidazole), ClCC=1N=C(OC1)C=1SC=C(C1)Cl (4-chloromethyl-2-(4-chloro-2-thienyl)oxazole). Yields the product ClC=1C=C(SC1)C=1OC=C(N1)COC1=CC=C(C=C1)CCCN1C=NC=C1 (2-(4-chloro-2-thienyl)-4-[4-[3-(1-imidazolyl)propyl]phenoxymethyl]oxazole). The yield is 80.0%. RXN SMILES: [OH:1][C:2]1[CH:7]=[CH:6][C:5]([CH2:8][CH2:9][CH2:10][N:11]2[CH:15]=[CH:14][N:13]=[CH:12]2)=[CH:4][CH:3]=1.Cl[CH2:17][C:18]1[N:19]=[C:20]([C:23]2[S:24][CH:25]=[C:26]([Cl:28])[CH:27]=2)[O:21][CH:22]=1>>[Cl:28][C:26]1[CH:27]=[C:23]([C:20]2[O:21][CH:22]=[C:18]([CH2:17][O:1][C:2]3[CH:7]=[CH:6][C:5]([CH2:8][CH2:9][CH2:10][N:11]4[CH:15]=[CH:14][N:13]=[CH:12]4)=[CH:4][CH:3]=3)[N:19]=2)[S:24][CH:25]=1. Procedure: In substantially the same manner as in Working Example 72, 1-[3-(4-hydroxyphenyl)propyl]imidazole was allowed to react with 4-chloromethyl-2-(4-chloro-2-thienyl)oxazole to give 2-(4-chloro-2-thienyl)-4-[4-[3-(1-imidazolyl)propyl]phenoxymethyl]oxazole. The yield was 80%. Recrystallization from ethyl acetate-hexane gave colorless prisms, mp 69-70° C.